From a dataset of the Open Reaction Database (ORD), a public repository of structured organic reaction records. describe an organic reaction: reactants, conditions, products, and yield Reactants: O=C(O)c1cccnc1Cl, O=S(Cl)Cl. Product: [Cl-], O=C(O)c1cccnc1Cl. RXN SMILES: [Cl:5][c:6]1[c:7]([C:8](=[O:9])[OH:10])[cH:11][cH:12][cH:13][n:14]1.[S:1]([Cl:2])([Cl:3])=[O:4]>>[Cl-:3].[Cl:5][c:6]1[c:7]([C:8](=[O:9])[OH:10])[cH:11][cH:12][cH:13][n:14]1. Starting materials: C1(=CC=C(C=C1)S(=O)(=O)Cl)C (p-Toluenesulfonyl chloride), C1[C@H]([C@@H]2[C@H](O1)[C@H](CO2)O)O (isosorbide), ice water. Run in N1=CC=CC=C1 (pyridine). Conditions: temperature 0 celsius. The product is CC1=CC=C(C=C1)S(=O)(=O)O[C@H]1[C@@H]2[C@H](OC1)[C@H](CO2)OS(=O)(=O)C2=CC=C(C=C2)C ((3R,3aS,6S,6aS)-hexahydrofuro[3,2-b]furan-3,6-diyl bis(4-methylbenzenesulfonate)). RXN SMILES: [C:1]1([CH3:11])[CH:6]=[CH:5][C:4]([S:7](Cl)(=[O:9])=[O:8])=[CH:3][CH:2]=1.[CH2:12]1[O:16][C@@H:15]2[C@@H:17]([OH:20])[CH2:18][O:19][C@@H:14]2[C@@H:13]1[OH:21]>N1C=CC=CC=1>[CH3:11][C:1]1[CH:6]=[CH:5][C:4]([S:7]([O:21][C@@H:13]2[CH2:12][O:16][C@@H:15]3[C@@H:17]([O:20][S:7]([C:4]4[CH:5]=[CH:6][C:1]([CH3:11])=[CH:2][CH:3]=4)(=[O:9])=[O:8])[CH2:18][O:19][C@H:14]23)(=[O:9])=[O:8])=[CH:3][CH:2]=1. Reported procedure: p-Toluenesulfonyl chloride (2722 g, 14.28 mol) was added to a solution of isosorbide (869 g, 5.95 mol) in pyridine (5000 mL) in portions with stirring at 0° C. After the reaction mixture was stirred at ambient temperature overnight, the mixture was poured into ice-water (5000 mL) with stirring, and extracted with DCM (4000 mL×3). The combined organic layers were washed successively with water (3000 mL×3), 1 N aqueous HCl (3000 mL×3, pH=6), and saturated aqueous NaHCO3 (3000 mL×2), and dried over... Starting materials: NC1=NC(=NC=C1)SC (4-amino-2-methylthiopyrimidine), FC(CN=C=S)(F)F (2,2,2-trifluoroethylisothiocyanate). The solvent is C(C)#N (acetonitrile). Reaction conditions: time 72 hour. The product is FC(CNC(NC1=NC(=NC=C1)SC)=S)(F)F (4-[3-(2,2,2-trifluoroethyl)thioureido]-2-methylthiopyrimidine). Isolated yield 51.2%. RXN SMILES: [NH2:1][C:2]1[CH:7]=[CH:6][N:5]=[C:4]([S:8][CH3:9])[N:3]=1.[F:10][C:11]([F:17])([F:16])[CH2:12][N:13]=[C:14]=[S:15]>C(#N)C>[F:10][C:11]([F:17])([F:16])[CH2:12][NH:13][C:14](=[S:15])[NH:1][C:2]1[CH:7]=[CH:6][N:5]=[C:4]([S:8][CH3:9])[N:3]=1. Procedure: A mixture of 4-amino-2-methylthiopyrimidine (2.1 g.), 2,2,2-trifluoroethylisothiocyanate (2.8 g.) and acetonitrile (5 ml.) was stirred at 70° for 72 hours and then cooled, and the solid that crystallised was collected to give 4-[3-(2,2,2-trifluoroethyl)thioureido]-2-methylthiopyrimidine (2.15 g.) which was used without further purification. Reactants: COC(=O)C=1N=C(C2=CC(=CC=C2C1O)OC1=CC=CC=C1)C#N (1-cyano-4-hydroxy-7-phenoxy-isoquinoline-3-carboxylic acid methyl ester), NCC(C(=O)O)NC(=O)OC(C)(C)C (3-amino-2-tert-butoxycarbonylamino-propionic acid), C[O-].[Na+].CO (NaOMe MeOH), Cl (HCl). The solvent is O (water). Conditions: temperature 95 celsius. The product is C(C)(C)(C)OC(=O)N[C@H](C(=O)O)CNC(=O)C=1N=C(C2=CC(=CC=C2C1O)OC1=CC=CC=C1)C#N (2-(S)-tert-Butoxycarbonylamino-3-[(1-cyano-4-hydroxy-7-phenoxy-isoquinoline-3-carbonyl)-amino]-propionic acid). Isolated yield 71.0%. As a reaction SMILES: CO[C:3]([C:5]1[N:6]=[C:7]([C:23]#[N:24])[C:8]2[C:13]([C:14]=1[OH:15])=[CH:12][CH:11]=[C:10]([O:16][C:17]1[CH:22]=[CH:21][CH:20]=[CH:19][CH:18]=1)[CH:9]=2)=[O:4].[NH2:25][CH2:26][CH:27]([NH:31][C:32]([O:34][C:35]([CH3:38])([CH3:37])[CH3:36])=[O:33])[C:28]([OH:30])=[O:29].C[O-].[Na+].CO.Cl>O>[C:35]([O:34][C:32]([NH:31][C@@H:27]([CH2:26][NH:25][C:3]([C:5]1[N:6]=[C:7]([C:23]#[N:24])[C:8]2[C:13]([C:14]=1[OH:15])=[CH:12][CH:11]=[C:10]([O:16][C:17]1[CH:22]=[CH:21][CH:20]=[CH:19][CH:18]=1)[CH:9]=2)=[O:4])[C:28]([OH:30])=[O:29])=[O:33])([CH3:38])([CH3:37])[CH3:36] |f:2.3.4|. Reported procedure: A 20-mL scintillation vial was charged with 1-cyano-4-hydroxy-7-phenoxy-isoquinoline-3-carboxylic acid methyl ester (100 mg, 0.31 mmol), 3-amino-2-tert-butoxycarbonylamino-propionic acid (319 mg, 1.56 mmol) (Bachem) and 0.5 M NaOMe/MeOH solution (2.5 mL, 1.25 mmol). The vial was close capped and heated in a 90-100° C. oil bath for 2 days. Reaction mixture was diluted with water (70 mL), acidified by 1 N HCl to pH=3-4. Precipitate was collected, rinsed with water and dried in vacuo to provide the...